This data is from the Open Reaction Database (ORD), a public repository of structured organic reaction records. The task is: describe an organic reaction: reactants, conditions, products, and yield Reactants: O=C(O)Cn1nc(-c2ccc(Cl)cc2)n(Cc2ccccc2F)c1=O, CC(N)c1nccc2ccccc12. Yields the product CC(NC(=O)Cn1nc(-c2ccc(Cl)cc2)n(Cc2ccccc2F)c1=O)c1nccc2ccccc12. Reaction SMILES: [Cl:1][c:2]1[cH:3][cH:4][c:5](-[c:8]2[n:9][n:10]([CH2:22][C:23](=[O:24])[OH:25])[c:11](=[O:21])[n:12]2[CH2:13][c:14]2[c:15]([F:20])[cH:16][cH:17][cH:18][cH:19]2)[cH:6][cH:7]1.[c:26]1([CH:36]([CH3:37])[NH2:38])[n:27][cH:28][cH:29][c:30]2[cH:31][cH:32][cH:33][cH:34][c:35]12>>[Cl:1][c:2]1[cH:3][cH:4][c:5](-[c:8]2[n:9][n:10]([CH2:22][C:23](=[O:25])[NH:38][CH:36]([c:26]3[n:27][cH:28][cH:29][c:30]4[cH:31][cH:32][cH:33][cH:34][c:35]34)[CH3:37])[c:11](=[O:21])[n:12]2[CH2:13][c:14]2[c:15]([F:20])[cH:16][cH:17][cH:18][cH:19]2)[cH:6][cH:7]1. Starting materials: Cl.COC=1C=C2CCNCC2=CC1OC (6,7-Dimethoxy-1,2,3,4-tetrahydroisoquinoline hydrochloride), C([O-])([O-])=O.[K+].[K+] (potassium carbonate), BrCC(=O)OC (methyl 2-bromoacetate). Solvent: C(C)#N (acetonitrile), C(C)(=O)OCC (ethyl acetate). Reaction conditions: temperature 100 celsius, time 1 hour. Product: COC=1C=C2CCN(CC2=CC1OC)CC(=O)OC (methyl 2-(6,7-dimethoxy-3,4-dihydroisoquinolin-2(1H)-yl)acetate). The yield is 75.1%. RXN SMILES: Cl.[CH3:2][O:3][C:4]1[CH:5]=[C:6]2[C:11](=[CH:12][C:13]=1[O:14][CH3:15])[CH2:10][NH:9][CH2:8][CH2:7]2.C(=O)([O-])[O-].[K+].[K+].Br[CH2:23][C:24]([O:26][CH3:27])=[O:25]>C(#N)C.C(OCC)(=O)C>[CH3:2][O:3][C:4]1[CH:5]=[C:6]2[C:11](=[CH:12][C:13]=1[O:14][CH3:15])[CH2:10][N:9]([CH2:23][C:24]([O:26][CH3:27])=[O:25])[CH2:8][CH2:7]2 |f:0.1,2.3.4|. Procedure details: 6,7-Dimethoxy-1,2,3,4-tetrahydroisoquinoline hydrochloride (3 g, 13.06 mmol) was suspended in acetonitrile (40 ml); potassium carbonate (3.61 g, 26.1 mmol) and methyl 2-bromoacetate (3.00 g, 19.59 mmol) were added; and the reaction mixture was stirred under microwave irradiation at 100° C. for 1 hour. Then the mixture was diluted with ethyl acetate and washed with water, brine and dried over Na2SO4. The organic layer was evaporated and the resulting crude was purified by flash chromatography on ... Reactants: C(C1=CC=CC=C1)N1CCC2(CCN(C2=O)C2=CC=C(C=C2)OC(F)(F)F)CC1 (8-benzyl-2-(4-trifluoromethoxy-phenyl)-2,8-diaza-spiro[4.5]decan-1-one), C(C)(=O)O (acetic acid). The reagents and catalysts are [OH-].[OH-].[Pd+2] (Pearlman's catalyst). Solvent: CO (MeOH). Conditions: time 3 hour. Product: FC(OC1=CC=C(C=C1)N1C(C2(CC1)CCNCC2)=O)(F)F (2-(4-trifluoromethoxy-phenyl)-2,8-diaza-spiro[4.5]decan-1-one). Reaction SMILES: C([N:8]1[CH2:29][CH2:28][C:11]2([C:15](=[O:16])[N:14]([C:17]3[CH:22]=[CH:21][C:20]([O:23][C:24]([F:27])([F:26])[F:25])=[CH:19][CH:18]=3)[CH2:13][CH2:12]2)[CH2:10][CH2:9]1)C1C=CC=CC=1.C(O)(=O)C>[OH-].[OH-].[Pd+2].CO>[F:27][C:24]([F:25])([F:26])[O:23][C:20]1[CH:21]=[CH:22][C:17]([N:14]2[CH2:13][CH2:12][C:11]3([CH2:10][CH2:9][NH:8][CH2:29][CH2:28]3)[C:15]2=[O:16])=[CH:18][CH:19]=1 |f:2.3.4|. Procedure: A mixture of 8-benzyl-2-(4-trifluoromethoxy-phenyl)-2,8-diaza-spiro[4.5]decan-1-one (3.14 g, 0.007 mol), acetic acid (5 ml) and Pearlman's catalyst (0.43 mg) in MeOH (40 ml) was stirred at room temperature under an atmospheric pressure of H2 for 3 h. The catalyst was removed by filtration and the filtrate was evaporated to give a crude residue which was triturated with diethyl ether (50 ml) to give 2-(4-trifluoromethoxy-phenyl)-2,8-diaza-spiro[4.5]decan-1-one; acetic acid salt as a white solid (... Reactants: ClC1=NC(=C2N=CN(C2=N1)C1OCCCC1)NCC(C1=CC=CC=C1)C1=CC=CC=C1 (2-chloro-N-(2,2-diphenylethyl)-9-(tetrahydro-2H-pyran-2-yl)-9H-purin-6-amine), C[S-].[Na+] (sodium thiomethoxide). Solvent: O (water), CN(C=O)C (N,N-dimethylformamide). Run at temperature 100 celsius, time 72 hour. The product is C1(=CC=CC=C1)C(CNC1=C2N=CN(C2=NC(=N1)SC)C1OCCCC1)C1=CC=CC=C1 (N-(2.2-Diphenylethyl)-2-(methylsulfanyl)-9-(tetrahydro-2H-pyran-2-yl)-9H-purin-6-amine). The yield is 99.8%. As a reaction SMILES: Cl[C:2]1[N:10]=[C:9]2[C:5]([N:6]=[CH:7][N:8]2[CH:11]2[CH2:16][CH2:15][CH2:14][CH2:13][O:12]2)=[C:4]([NH:17][CH2:18][CH:19]([C:26]2[CH:31]=[CH:30][CH:29]=[CH:28][CH:27]=2)[C:20]2[CH:25]=[CH:24][CH:23]=[CH:22][CH:21]=2)[N:3]=1.[CH3:32][S-:33].[Na+]>CN(C)C=O.O>[C:20]1([CH:19]([C:26]2[CH:31]=[CH:30][CH:29]=[CH:28][CH:27]=2)[CH2:18][NH:17][C:4]2[N:3]=[C:2]([S:33][CH3:32])[N:10]=[C:9]3[C:5]=2[N:6]=[CH:7][N:8]3[CH:11]2[CH2:16][CH2:15][CH2:14][CH2:13][O:12]2)[CH:25]=[CH:24][CH:23]=[CH:22][CH:21]=1 |f:1.2|. Procedure: A solution of 2-chloro-N-(2,2-diphenylethyl)-9-(tetrahydro-2H-pyran-2-yl)-9H-purin-6-amine (Preparation 2) (49.7 g, 0.11 mol) in dry N,N-dimethylformamide (200 ml) was treated with sodium thiomethoxide (10 g, 0.14 mol) and the resulting mixture heated under an atmosphere of nitrogen at 100° C. for 90 minutes. The mixture was stirred at room temperature for 72 hours and then reheated at 100° C. for a further 2 hours. The reaction mixture was cooled and diluted with water (1000 ml). A suspension w... Starting materials: C([O-])(O)=O.[Na+] (sodium bicarbonate), C([O-])(O)=O.[NH4+] (ammonium bicarbonate), S(=O)(=O)([O-])[O-].[NH4+].[NH4+] (ammonium sulfate), C([O-])(O)=O.[Na+] (sodium bicarbonate), S(=O)(=O)([O-])[O-].[Na+].[Na+] (sodium sulfate), S(=O)(=O)([O-])[O-].[NH4+].[NH4+] (ammonium sulfate), C([O-])(O)=O.[NH4+] (ammonium bicarbonate), C([O-])(O)=O.[Na+] (sodium bicarbonate). Solvent: [Cl-].[Na+].O (brine), [Cl-].[Na+].O (brine), [Cl-].[Na+].O (brine). Yields the product S(=O)(=O)([O-])[O-].[Na+].[Na+] (sodium sulfate), C(=O)=O (carbon dioxide), N (ammonia). RXN SMILES: [C:1](=O)([OH:3])[O-:2].[Na+:5].[S:6]([O-:10])([O-:9])(=[O:8])=[O:7].[Na+].[Na+].S([O-])([O-])(=O)=O.[NH4+:18].[NH4+].C(=O)(O)[O-].[NH4+]>[Cl-].[Na+].O>[S:6]([O-:10])([O-:9])(=[O:8])=[O:7].[Na+:5].[Na+:5].[C:1](=[O:3])=[O:2].[NH3:18] |f:0.1,2.3.4,5.6.7,8.9,10.11.12,13.14.15|. Reported procedure: " . . . the brine remaining after screening off the solid sodium bicarbonate contains a mixture of unreacted sodium sulfate, ammonium sulfate, ammonium bicarbonate and minor amounts of sodium bicarbonate. This brine is transferred by a pump 36 into a gas recovery boiler 31 where it is heated to a temperature of 95° to 100° C. Under these conditions, the ammonium bicarbonate breaks down and sodium bicarbonate dissolved in the brine reacts with ammonium sulfate to produce sodium sulfate, carbon di... Starting materials: CCN(CC)CCC1CCCCN1, CC(C)OC(C)C, O=C1Nc2cccnc2N(C(=O)CCl)c2ccccc21. The product is CCN(CC)CCC1CCCCN1CC(=O)N1c2ccccc2C(=O)Nc2cccnc21. RXN SMILES: [CH2:21]([CH3:22])[N:23]([CH2:24][CH2:25][CH:26]1[NH:27][CH2:28][CH2:29][CH2:30][CH2:31]1)[CH2:32][CH3:33].[CH:34]([O:35][CH:36]([CH3:37])[CH3:38])([CH3:39])[CH3:40].[Cl:1][CH2:2][C:3](=[O:4])[N:5]1[c:6]2[c:7]([cH:17][cH:18][cH:19][n:20]2)[NH:8][C:9](=[O:16])[c:10]2[c:11]1[cH:12][cH:13][cH:14][cH:15]2>>[CH2:2]([C:3](=[O:4])[N:5]1[c:6]2[c:7]([cH:17][cH:18][cH:19][n:20]2)[NH:8][C:9](=[O:16])[c:10]2[c:11]1[cH:12][cH:13][cH:14][cH:15]2)[N:27]1[CH:26]([CH2:25][CH2:24][N:23]([CH2:21][CH3:22])[CH2:32][CH3:33])[CH2:31][CH2:30][CH2:29][CH2:28]1. Reactants: COC(C(C(C1=C(C=CC=C1)OC)Cl)=O)=O (3-chloro-3-(2-methoxy-phenyl)-2-oxo-propionic acid methyl ester), C(C)(=S)N (thioacetamide). As a reaction SMILES: [CH3:1][O:2][C:3](=[O:16])[C:4](=O)[CH:5](Cl)[C:6]1[CH:11]=[CH:10][CH:9]=[CH:8][C:7]=1[O:12][CH3:13].[C:17]([NH2:20])(=[S:19])[CH3:18]>>[CH3:1][O:2][C:3]([C:4]1[N:20]=[C:17]([CH3:18])[S:19][C:5]=1[C:6]1[CH:11]=[CH:10][CH:9]=[CH:8][C:7]=1[O:12][CH3:13])=[O:16]. The product is COC(=O)C=1N=C(SC1C1=C(C=CC=C1)OC)C (5-(2-methoxy-phenyl)-2-methyl-thiazole-4-carboxylic acid methyl ester). Procedure: prepared by reaction of 3-chloro-3-(2-methoxy-phenyl)-2-oxo-propionic acid methyl ester with thioacetamide. LC-MS: tR=0.88 min; [M+H]+=264.1.